Dataset: the Open Reaction Database (ORD), a public repository of structured organic reaction records. Task: describe an organic reaction: reactants, conditions, products, and yield The reactants are ClC1=CC(=C(C(=O)O)C=C1)NC1=NC(=CC=C1)N1C(=CC=C1C)C (4-chloro-2-[6-(2,5-dimethyl-pyrrol-1-yl)-pyridin-2-ylamino]-benzoic acid), carbonyldiimide, CONC (N-methoxy-N-methylamine). Run in CN(C)C=O (DMF). Reaction conditions: temperature 60 celsius, time 30 minute. Product: ClC1=CC(=C(C(=O)N(C)OC)C=C1)NC1=NC(=CC=C1)N1C(=CC=C1C)C (4-chloro-2-[6-(2,5-dimethyl-pyrrol-1-yl)-pyridin-2-ylamino]-N-methoxy-N-methyl-benzamide). The yield is 33.8%. As a reaction SMILES: [Cl:1][C:2]1[CH:10]=[CH:9][C:5]([C:6]([OH:8])=O)=[C:4]([NH:11][C:12]2[CH:17]=[CH:16][CH:15]=[C:14]([N:18]3[C:22]([CH3:23])=[CH:21][CH:20]=[C:19]3[CH3:24])[N:13]=2)[CH:3]=1.[CH3:25][O:26][NH:27][CH3:28]>CN(C=O)C>[Cl:1][C:2]1[CH:10]=[CH:9][C:5]([C:6]([N:27]([O:26][CH3:25])[CH3:28])=[O:8])=[C:4]([NH:11][C:12]2[CH:17]=[CH:16][CH:15]=[C:14]([N:18]3[C:19]([CH3:24])=[CH:20][CH:21]=[C:22]3[CH3:23])[N:13]=2)[CH:3]=1. Reported procedure: A mixture of 4-chloro-2-[6-(2,5-dimethyl-pyrrol-1-yl)-pyridin-2-ylamino]-benzoic acid (4.2 g) in DMF (25 mL) and carbonyldiimide (2.4 g) was stirred at 60° C. for 30 min, and N-methoxy-N-methylamine (1.41 g) was added. The mixture was stirred at 80° C. for 16 h, then the volatiles evaporated, and the residue partitioned between EtOAc and H2O, then between EtOAc and HCl (0.1 N aq). The organic phase was adsorbed on silica gel and chromatographed. Chromatography on silica (80 g) against hexane/EtO... Starting materials: N1=C(C=CC2=CC=CC=C12)CS(=O)C1=CC=C(CCC2=CC=C(C(=O)O)C=C2)C=C1 (4-(4-(2-quinolinylmethylsulfinyl)phenethyl)benzoic acid), C(C)(=O)O (acetic acid), OO (hydrogen peroxide), sulfinyl. The solvent is ClCCl (dichloromethane). Yields the product N1=C(C=CC2=CC=CC=C12)CS(=O)(=O)C1=CC=C(CCC2=CC=C(C(=O)O)C=C2)C=C1 (4-(4-(2-quinolinylmethylsulfonyl)phenethyl)benzoic acid). RXN SMILES: [N:1]1[C:10]2[C:5](=[CH:6][CH:7]=[CH:8][CH:9]=2)[CH:4]=[CH:3][C:2]=1[CH2:11][S:12]([C:14]1[CH:30]=[CH:29][C:17]([CH2:18][CH2:19][C:20]2[CH:28]=[CH:27][C:23]([C:24]([OH:26])=[O:25])=[CH:22][CH:21]=2)=[CH:16][CH:15]=1)=[O:13].C(O)(=[O:33])C.OO>ClCCl>[N:1]1[C:10]2[C:5](=[CH:6][CH:7]=[CH:8][CH:9]=2)[CH:4]=[CH:3][C:2]=1[CH2:11][S:12]([C:14]1[CH:30]=[CH:29][C:17]([CH2:18][CH2:19][C:20]2[CH:21]=[CH:22][C:23]([C:24]([OH:26])=[O:25])=[CH:27][CH:28]=2)=[CH:16][CH:15]=1)(=[O:33])=[O:13]. Reported procedure: To 3 mmol of the sulfinyl compound from Step A in acetic acid (40 mmol) is added 30% hydrogen peroxide (2 ml). The mixture is stirred at ambient temperature and assayed by TLC. Upon disappearance of the sulfinyl starting compound, the reaction mixture is diluted with dichloromethane, washed with dilute aqueous sodium bisulfite and water, dried and evaporated to give 4-(4-(2-quinolinylmethylsulfonyl)phenethyl)benzoic acid.